The task is: describe an organic reaction: reactants, conditions, products, and yield. This data is from the Open Reaction Database (ORD), a public repository of structured organic reaction records. The reactants are CC(C)(C)OC(=O)NC(Cc1ccc(O)cc1)C(=O)O, CCOC(C)=O, Cl, [Na+], [OH-], CCOS(=O)(=O)OCC. Product: CCOc1ccc(CC(NC(=O)OC(C)(C)C)C(=O)O)cc1. As a reaction SMILES: [C:1]([CH3:2])([CH3:3])([CH3:4])[O:5][C:6](=[O:7])[NH:8][CH:9]([CH2:10][c:11]1[cH:12][cH:13][c:14]([OH:17])[cH:15][cH:16]1)[C:18](=[O:19])[OH:20].[CH3:30][CH2:31][O:32][C:33](=[O:34])[CH3:35].[ClH:36].[Na+:38].[OH-:37].[S:21]([O:22][CH2:23][CH3:24])([O:27][CH2:25][CH3:26])(=[O:28])=[O:29]>>[C:1]([CH3:2])([CH3:3])([CH3:4])[O:5][C:6](=[O:7])[NH:8][CH:9]([CH2:10][c:11]1[cH:12][cH:13][c:14]([O:17][CH2:25][CH3:26])[cH:15][cH:16]1)[C:18](=[O:19])[OH:20].